Dataset: the Open Reaction Database (ORD), a public repository of structured organic reaction records. Task: describe an organic reaction: reactants, conditions, products, and yield The reactants are COC=1C=C(C(=O)C2=CC(=C(C=C2)OC)OC)C=CC1OC (3,3',4,4'-Tetramethoxybenzophenone), C(C)(=O)O (acetic acid), [N+](=O)(O)[O-] (nitric acid). The solvent is O (water). Reaction conditions: time 7.5 hour. The product is [N+](=O)([O-])C1=C(C(=O)C2=CC(=C(C=C2)OC)OC)C=C(C(=C1)OC)OC (2-Nitro-4,5,3',4'-tetramethoxybenzophenone). As a reaction SMILES: [CH3:1][O:2][C:3]1[CH:4]=[C:5]([CH:18]=[CH:19][C:20]=1[O:21][CH3:22])[C:6]([C:8]1[CH:13]=[CH:12][C:11]([O:14][CH3:15])=[C:10]([O:16][CH3:17])[CH:9]=1)=[O:7].C(O)(=O)C.[N+:27]([O-])([OH:29])=[O:28]>O>[N+:27]([C:13]1[CH:12]=[C:11]([O:14][CH3:15])[C:10]([O:16][CH3:17])=[CH:9][C:8]=1[C:6]([C:5]1[CH:18]=[CH:19][C:20]([O:21][CH3:22])=[C:3]([O:2][CH3:1])[CH:4]=1)=[O:7])([O-:29])=[O:28]. Procedure: A mixture of 2.93 g (9.7 mmol) of 3,3',4,4'-tetramethoxybenzophenone (prepared according to Example 1), 9 g of glacial acetic acid and 1.88 g (19.4 mmol) of 65 percent strength nitric acid was stirred at room temperature for 7.5 h. 22 ml of water was then added dropwise, and the resulting precipitate was filtered off, washed 2×6 ml of water and dried to give 2.41 g of a beige solid. The yield of the product was 71.5 percent of theory. Further data concerning the product was: